From a dataset of the Open Reaction Database (ORD), a public repository of structured organic reaction records. describe an organic reaction: reactants, conditions, products, and yield The reactants are COC1=CC2=C(CCNCC2)C=C1OC (7,8-dimethoxy-2,3,4,5-tetrahydro-1H-3-benzazepine), [OH-].[Na+] (sodium hydroxide), BrBr (bromine), ice water. The solvent is C(C)(=O)O (acetic acid). Run at temperature 70 celsius. The product is BrC1=C(C(=CC=2CCNCCC21)OC)OC (6-bromo-7,8-dimethoxy-2,3,4,5-tetrahydro-1H-3-benzazepine). RXN SMILES: [CH3:1][O:2][C:3]1[C:13]([O:14][CH3:15])=[CH:12][C:6]2[CH2:7][CH2:8][NH:9][CH2:10][CH2:11][C:5]=2[CH:4]=1.[Br:16]Br.[OH-].[Na+]>C(O)(=O)C>[Br:16][C:4]1[C:5]2[CH2:11][CH2:10][NH:9][CH2:8][CH2:7][C:6]=2[CH:12]=[C:13]([O:14][CH3:15])[C:3]=1[O:2][CH3:1] |f:2.3|. Procedure details: To a solution of 12.8 g. (0.052 mole) of 7,8-dimethoxy-2,3,4,5-tetrahydro-1H-3-benzazepine (prepared as in Example 1) in 50 ml. of glacial acetic acid at 55° C. was added 3.0 ml. of bromine (8.8 g., 0.055 mole) dropwise over 1 hour with stirring. After addition was completed, the temperature was raised to 70° C. for 2 hours. The reaction mixture was poured into ice/water and made basic with 40% sodium hydroxide solution. The basic solution was extracted with ethyl acetate and the extract dried o... The reactants are C(C(C)(C)C)OC(=O)Cl (Neopentylchloroformate), NC1=C(C=C(C=C1)C1=CN(C=2N=CN=C(C21)N)C2CCOCC2)OC (5-(4-amino-3-methoxyphenyl)-7-tetrahydro-2H-4-pyranyl-7H-pyrrolo[2,3-d]pyrimidin-4-amine). The solvent is N1=CC=CC=C1 (pyridine), ClCCl (dichloromethane). Conditions: time 10 minute. The product is NC=1C2=C(N=CN1)N(C=C2C2=CC(=C(C=C2)NC(OCC(C)(C)C)=O)OC)C2CCOCC2 (neopentyl N-(4-(4-amino-7-tetrahydro-2H-4-pyranyl-7H-pyrrolo[2,3-d]pyrimidin-5-yl)-2-methoxyphenyl)carbamate). RXN SMILES: [CH2:1]([O:6][C:7](Cl)=[O:8])[C:2]([CH3:5])([CH3:4])[CH3:3].[NH2:10][C:11]1[CH:16]=[CH:15][C:14]([C:17]2[C:25]3[C:24]([NH2:26])=[N:23][CH:22]=[N:21][C:20]=3[N:19]([CH:27]3[CH2:32][CH2:31][O:30][CH2:29][CH2:28]3)[CH:18]=2)=[CH:13][C:12]=1[O:33][CH3:34]>N1C=CC=CC=1.ClCCl>[NH2:26][C:24]1[C:25]2[C:17]([C:14]3[CH:15]=[CH:16][C:11]([NH:10][C:7](=[O:8])[O:6][CH2:1][C:2]([CH3:5])([CH3:4])[CH3:3])=[C:12]([O:33][CH3:34])[CH:13]=3)=[CH:18][N:19]([CH:27]3[CH2:32][CH2:31][O:30][CH2:29][CH2:28]3)[C:20]=2[N:21]=[CH:22][N:23]=1. Procedure: Neopentylchloroformate(13 uL, 0.110 mmol) was added dropwise to a stirring solution of 5-(4-amino-3-methoxyphenyl)-7-tetrahydro-2H-4-pyranyl-7H-pyrrolo[2,3-d]pyrimidin-4-amine (25 mg, 0.074 mmol) in pyridine (0.7 ml) and dichloromethane (0.7 ml) under nitrogen at 0° C. After 10 minutes, the ice water bath was removed and the resulting mixture was stirred for 4 hours. The solvent was evaporated and the residue was purified by preparative TLC using dichloromethane/methanol (95:5) as the mobile pha... Starting materials: OC1=NC=CC(=C1)C=NO (2-hydroxy-4-pyridinaldoxime). The solvent is C(C)(C)O (isopropanol). The product is N1=CC=C(C=C1)C=NO (4-pyridinaldoxime). As a reaction SMILES: O[C:2]1[CH:7]=[C:6]([CH:8]=[N:9][OH:10])[CH:5]=[CH:4][N:3]=1>C(O)(C)C>[N:3]1[CH:4]=[CH:5][C:6]([CH:8]=[N:9][OH:10])=[CH:7][CH:2]=1. Reported procedure: One hundred mL of isopropanol was added to the resulting broth containing 0.27 g of 2-hydroxy-4-pyridinaldoxime obtained from the reaction with 4-pyridinaldoxime as a substance. After shaking for 30 minutes, the solid contents were removed by filtration. After an addition of 100 mL of water to the filtrate, the whole was concentrated under a reduced pressure, whereby isopropanol was removed to precipitate the crystals. The precipitated crystals were separated by filtration to obtain 0.20 g of cr... Starting materials: [Al+3], COC(=O)CC(=O)C(C)C, [Cl-], [Cl-], [Cl-], ClCCCl, N#Cc1ccc(F)cc1, O. The product is COC(=O)C(C(=O)C(C)C)=C(N)c1ccc(F)cc1. As a reaction SMILES: [Al+3:25].[C:1]([CH:2]([CH3:3])[CH3:4])(=[O:5])[CH2:6][C:7](=[O:8])[O:9][CH3:10].[Cl-:24].[Cl-:26].[Cl-:27].[Cl:20][CH2:21][CH2:22][Cl:23].[F:11][c:12]1[cH:13][cH:14][c:15]([C:16]#[N:17])[cH:18][cH:19]1.[OH2:28]>>[C:1]([CH:2]([CH3:3])[CH3:4])(=[O:5])[C:6]([C:7](=[O:8])[O:9][CH3:10])=[C:16]([c:15]1[cH:14][cH:13][c:12]([F:11])[cH:19][cH:18]1)[NH2:17].